From a dataset of the Open Reaction Database (ORD), a public repository of structured organic reaction records. describe an organic reaction: reactants, conditions, products, and yield Reactants: resultant mixture, bis(trifluoroacetic acid), N[C@H]1[C@@H]2N(C(=C(CS2)C[N+]=2N(C=CC2)C)C(=O)[O-])C1=O (7β-amino-3-(2-methyl- 1-pyrazolio)methyl-3-cephem-4-carboxylate), C/C(=N\[Si](C)(C)C)/O[Si](C)(C)C (N,O-bis(trimethylsilyl)acetamide), CS(=O)(=O)Cl (Methanesulfonyl chloride), NC=1SC=C(N1)C(C(=O)O)=NOC1CSC1 (2-(2-aminothiazol-4-yl)-2-(3-thietanyloxyimino)acetic acid), C(C)(C)N(CC)C(C)C (N,N-diisopropyl-N-ethylamine). Solvent: C(C)OCC (diethyl ether), O1CCCC1 (tetrahydrofuran), CN(C=O)C (N,N-dimethylformamide). Conditions: time 10 minute. Yields the product NC=1SC=C(N1)C(C(=O)N[C@H]1[C@@H]2N(C(=C(CS2)C[N+]=2N(C=CC2)C)C(=O)[O-])C1=O)=NOC1CSC1 (7β-[2-(2-aminothiazol-4-yl)-2-(3-thietanyloxyimino)acetamido]-3-(2-methyl-1-pyrazolio)methyl-3-cephem-4-carboxylate). Yield: 24.5%. RXN SMILES: CS(Cl)(=O)=O.[NH2:6][C:7]1[S:8][CH:9]=[C:10]([C:12](=[N:16][O:17][CH:18]2[CH2:21][S:20][CH2:19]2)[C:13]([OH:15])=O)[N:11]=1.C(N(C(C)C)CC)(C)C.[NH2:31][C@@H:32]1[C:49](=[O:50])[N:34]2[C:35]([C:46]([O-:48])=[O:47])=[C:36]([CH2:39][N+:40]3[N:41]([CH3:45])[CH:42]=[CH:43][CH:44]=3)[CH2:37][S:38][C@H:33]12.C/C(/O[Si](C)(C)C)=N\[Si](C)(C)C>CN(C)C=O.O1CCCC1.C(OCC)C>[NH2:6][C:7]1[S:8][CH:9]=[C:10]([C:12](=[N:16][O:17][CH:18]2[CH2:21][S:20][CH2:19]2)[C:13]([NH:31][C@@H:32]2[C:49](=[O:50])[N:34]3[C:35]([C:46]([O-:48])=[O:47])=[C:36]([CH2:39][N+:40]4[N:41]([CH3:45])[CH:42]=[CH:43][CH:44]=4)[CH2:37][S:38][C@H:33]23)=[O:15])[N:11]=1. Procedure: Methanesulfonyl chloride (0.61 ml) was added to a solution of 2-(2-aminothiazol-4-yl)-2-(3-thietanyloxyimino)acetic acid (syn isomer, 0.99 g) and N,N-diisopropyl-N-ethylamine (1.33 ml) in N,N-dimethylformamide (20 ml) at -55° to -50° C., and the mixture was stirred for 10 minutes to produce an activated acid solution. To a solution of bis(trifluoroacetic acid) salts of 7β-amino-3-(2-methyl- 1-pyrazolio)methyl-3-cephem-4-carboxylate (2 g) and N,O-bis(trimethylsilyl)acetamide (3.79 ml) in tetrahyd... Starting materials: [BH4-], C1CCOC1, COCCOCCOC, [Cl-], C=CCCCCCCC(F)CO, [Na+], [Na+], [Na+], [OH-], O, O, OO. Yields the product OCCCCCCCCC(F)CO. As a reaction SMILES: [BH4-:13].[CH2:22]1[O:23][CH2:24][CH2:25][CH2:26]1.[CH3:28][O:29][CH2:30][CH2:31][O:32][CH2:33][CH2:34][O:35][CH3:36].[Cl-:21].[F:1][CH:2]([CH2:3][OH:4])[CH2:5][CH2:6][CH2:7][CH2:8][CH2:9][CH2:10][CH:11]=[CH2:12].[Na+:14].[Na+:16].[Na+:20].[OH-:15].[OH2:17].[OH2:27].[OH:18][OH:19]>>[F:1][CH:2]([CH2:3][OH:4])[CH2:5][CH2:6][CH2:7][CH2:8][CH2:9][CH2:10][CH2:11][CH2:12][OH:15].